Task: describe an organic reaction: reactants, conditions, products, and yield. Dataset: the Open Reaction Database (ORD), a public repository of structured organic reaction records Yield: 76.0%. Reaction SMILES: [Br:1][C:2]1[CH:3]=[C:4]([NH:8][C:9]2[C:21]3[C:20]4[C:15](=[CH:16][CH:17]=[CH:18][CH:19]=4)[NH:14][C:13]=3[N:12]=[C:11]([NH:22]C(=O)C(C)(C)C)[N:10]=2)[CH:5]=[CH:6][CH:7]=1.[OH-].[Na+]>C(Cl)(Cl)Cl.CO>[Br:1][C:2]1[CH:3]=[C:4]([NH:8][C:9]2[C:21]3[C:20]4[C:15](=[CH:16][CH:17]=[CH:18][CH:19]=4)[NH:14][C:13]=3[N:12]=[C:11]([NH2:22])[N:10]=2)[CH:5]=[CH:6][CH:7]=1 |f:1.2,3.4|. Procedure details: Using the general procedure described above, the reaction of 7 (209 mg, 0.47 mmol) and 1 N NaOH provided 128 mg of AAG103 as a white solid in 76% yield. TLC Rf 0.36 (chloroform-methanol 15:1); mp 233.6° C.; 1H NMR (DMSO-d6) δ 6.26 (s, 2H, NH2, exch), 7.09-8.09 (m, 8H, Ar—H), 8.44 (s, 1H, 4-NH, exch), 11.32 (s, 1H, 9-NH, exch). Anal. Calculated (C16H12BrN5): C, 54.25; H, 3.41; N, 19.77; Br, 22.55. Found: C, 54.38; H, 3.48; N, 19.56; Br, 22.29. Solvent: C(Cl)(Cl)Cl.CO (chloroform methanol). Yields the product BrC=1C=C(C=CC1)NC1=NC(=NC=2NC3=CC=CC=C3C21)N (N′-(3-bromophenyl)-9H-pyrimido[4,5-b]indole-2,4-diamine). The reactants are BrC=1C=C(C=CC1)NC1=NC(=NC=2NC3=CC=CC=C3C21)NC(C(C)(C)C)=O (N-{4-[(3-bromophenyl)amino]-9H-pyrimido[4,5-b]indol-2-yl}-2,2-dimethylpropanamide), [OH-].[Na+] (NaOH). Starting materials: OC(=O)C(F)(F)F.NC=1N(C(C2(CC(SC3=CC=C(C=C23)Br)C2=CC=CC=C2)N1)=O)C (2-amino-6′-bromo-1-methyl-2′-phenylspiro[imidazole-4,4′-thiochroman]-5(1H)-one TFA salt), C(#N)C=1C=C(C=CC1)B(O)O (3-cyanophenylboronic acid), C(=O)([O-])[O-].[Cs+].[Cs+] (Cs2CO3). Reagents/catalysts: Cl[Pd]([P](C1=CC=CC=C1)(C2=CC=CC=C2)C3=CC=CC=C3)([P](C4=CC=CC=C4)(C5=CC=CC=C5)C6=CC=CC=C6)Cl (PdCl2(PPh3)2). The solvent is O1CCOCC1 (1,4-dioxane), O (H2O). Conditions: temperature 110 celsius. The product is NC=1N(C(C2(CC(SC3=CC=C(C=C23)C=2C=C(C#N)C=CC2)C2=CC=CC=C2)N1)=O)C (3-(2-amino-1-methyl-5-oxo-2′-phenyl-1,5-dihydrospiro-[imidazole-4,4′-thiochroman]-6′-yl)benzonitrile). The yield is 50.5%. Reaction SMILES: OC(C(F)(F)F)=O.[NH2:8][C:9]1[N:10]([CH3:31])[C:11](=[O:30])[C:12]2([N:29]=1)[C:21]1[C:16](=[CH:17][CH:18]=[C:19](Br)[CH:20]=1)[S:15][CH:14]([C:23]1[CH:28]=[CH:27][CH:26]=[CH:25][CH:24]=1)[CH2:13]2.[C:32]([C:34]1[CH:35]=[C:36](B(O)O)[CH:37]=[CH:38][CH:39]=1)#[N:33].C([O-])([O-])=O.[Cs+].[Cs+]>O1CCOCC1.O.Cl[Pd](Cl)([P](C1C=CC=CC=1)(C1C=CC=CC=1)C1C=CC=CC=1)[P](C1C=CC=CC=1)(C1C=CC=CC=1)C1C=CC=CC=1>[NH2:8][C:9]1[N:10]([CH3:31])[C:11](=[O:30])[C:12]2([N:29]=1)[C:21]1[C:16](=[CH:17][CH:18]=[C:19]([C:38]3[CH:39]=[C:34]([CH:35]=[CH:36][CH:37]=3)[C:32]#[N:33])[CH:20]=1)[S:15][CH:14]([C:23]1[CH:28]=[CH:27][CH:26]=[CH:25][CH:24]=1)[CH2:13]2 |f:0.1,3.4.5,^1:58,77|. Procedure: To a solution of 2-amino-6′-bromo-1-methyl-2′-phenylspiro[imidazole-4,4′-thiochroman]-5(1H)-one TFA salt (70 mg, 0.14 mmol), 3-cyanophenylboronic acid (51 mg, 0.34 mmol), and Cs2CO3 (250 mg) in 1,4-dioxane (4 mL) and H2O (0.5 mL) charged in a 10 mL CEM microwave test tube is added PdCl2(PPh3)2 (20 mg). Then the system is degassed by sweeping with N2. The tube is capped and heated to 110° C. for 30 min in a CEM microwave reactor. Solvent is removed in vacuo and the residue is purified by preparat... Run in C1CCOC1 (THF), C1CCOC1 (THF), hexanes. Isolated yield 61.0%. The reactants are C[C@H]1N(C(O[C@H]1C1=CC=CC=C1)=O)C(CC[C@@H](CCCC)C)=O ((4R,5S)-4-Methyl-3-((R)-4-methyl-octanoyl)-5-phenyl-oxazolidin-2-one), BrCC(=O)OC(C)(C)C (t-butyl bromoacetate), C(C)(C)NC(C)C (diisopropylamine), C(CCC)[Li] (n-butyllithium). RXN SMILES: C(NC(C)C)(C)C.C([Li])CCC.C[C@@H]1[C@H](C2C=CC=CC=2)OC(=O)N1[C:26](=[O:35])[CH2:27][CH2:28][C@H:29]([CH3:34])[CH2:30][CH2:31][CH2:32][CH3:33].BrCC(OC(C)(C)C)=[O:39]>C1COCC1>[CH3:34][C@H:29]([CH2:30][CH2:31][CH2:32][CH3:33])[CH2:28][CH2:27][C:26]([OH:35])=[O:39]. Yields the product 2.659, C[C@@H](CCC(=O)O)CCCC ((R)-4-Methyl-octanoic acid). Procedure details: Lithium chloride (0.39 g, 9.12 mmol) and copper (I) chloride (0.61 g, 4.56 mmol) were combined in 45 ml THF at ambient temperature and stirred 15 minutes, then cooled to 0° C. at which time ethylmagnesium bromide (1 M solution in THF, 45 mL, 45 mmol) was added. (S)-citronellyl bromide (5.0 g, 22.8 mmol) was added dropwise and the solution was allowed to warm slowly to ambient temperature with stirring overnight. The reaction was quenched by cautious addition of sat. NH4Cl (aq), and stirred with ... Conditions: temperature 10 celsius, time 30 minute. Starting materials: N1C=NC2=C1C=CC=C2 (1H-benzimidazole), [OH-].[Na+] (sodium hydroxide), ClCCCCBr (4-chlorobromobutane). The reagents and catalysts are [Br-].C(CCC)[N+](CCCC)(CCCC)CCCC (tetrabutyl ammonium bromide). The solvent is ClCCl (dichloromethane), ClCCl (dichloromethane). Run at temperature 60 celsius. The product is ClCCCCN1C=NC2=C1C=CC=C2 (1-(4-chlorobutyl)-1H-benzimidazole). The yield is 59.9%. Reaction SMILES: [NH:1]1[C:5]2[CH:6]=[CH:7][CH:8]=[CH:9][C:4]=2[N:3]=[CH:2]1.[OH-].[Na+].[Cl:12][CH2:13][CH2:14][CH2:15][CH2:16]Br>[Br-].C([N+](CCCC)(CCCC)CCCC)CCC.ClCCl>[Cl:12][CH2:13][CH2:14][CH2:15][CH2:16][N:1]1[C:5]2[CH:6]=[CH:7][CH:8]=[CH:9][C:4]=2[N:3]=[CH:2]1 |f:1.2,4.5|. Procedure details: 1H-benzimidazole (11.8 g, 0.10 mol) was dissolved into 200 ml of 20% wt. sodium hydroxide, 4-chlorobromobutane (34.3 g, 0.20 mol) and tetrabutyl ammonium bromide (1.0 g) were added, and mixed for 5 min. The mixture was heated to 60° C., stirred to react for 2 hours. Then the reaction solution was cooled down to ambient temperature, 100 ml of dichloromethane was added for extraction and liquid separation. To the aqueous phase, 100 of dichloromethane was added for extraction. Organic phases were m... The reactants are C(C1=CC=CC=C1)OC(=O)N1[C@H](C(=O)O)CCC1 (N-benzyloxycarbonyl-L-proline), N1CCOCC1 (morpholine), ON1C(CCC1=O)=O (N-hydroxysuccinimide), C1CCC(CC1)N=C=NC2CCCCC2 (DCC). Run in CN(C=O)C (N, N-dimethylformamide). Conditions: time 4 hour. Yields the product C(C1=CC=CC=C1)OC(=O)N1[C@H](C(=O)N2CCOCC2)CCC1 (4-(N-benzyloxycarbonyl-L-prolyl)morpholine). The yield is 69.5%. Reaction SMILES: [CH2:1]([O:8][C:9]([N:11]1[CH2:18][CH2:17][CH2:16][C@H:12]1[C:13]([OH:15])=O)=[O:10])[C:2]1[CH:7]=[CH:6][CH:5]=[CH:4][CH:3]=1.[NH:19]1[CH2:24][CH2:23][O:22][CH2:21][CH2:20]1.ON1C(=O)CCC1=O.C1CCC(N=C=NC2CCCCC2)CC1>CN(C)C=O>[CH2:1]([O:8][C:9]([N:11]1[CH2:18][CH2:17][CH2:16][C@H:12]1[C:13]([N:19]1[CH2:24][CH2:23][O:22][CH2:21][CH2:20]1)=[O:15])=[O:10])[C:2]1[CH:3]=[CH:4][CH:5]=[CH:6][CH:7]=1. Procedure details: A solution of N-benzyloxycarbonyl-L-proline (5 g, 20.06 mmol), morpholine (1.92 ml, 20.06 mmol), and N-hydroxysuccinimide (2.31 g, 20.06 mmol) in N, N-dimethylformamide (100 ml) was added DCC (4.14 g, 20.06 mmol) and the resulting mixture was stirred for 4 h at room temperature. After the precipitation was filtered off, the filtrate was concentrated in vacuo. The residue was dissolved in ethyl acetate and the resulting precipitation was filtered off. After the filtrate was washed with dilute hyd... Run at time 8 hour. The solvent is C(C)N(CC)CC (Triethylamine). Procedure: A mixture of 5-bromo-6-methyl-1H-pyridin-2-one (5.5 g, 29 mmol), silver carbonate (10.89 g, 39 mmol), iodomethane (13.6 mL, 217 mmol) and chloroform (115 mL) is stirred overnight in the dark at room temperature. Triethylamine (10 mL) is added and stirring continued for 1.5 hr. The reaction mixture is filtered through a pad of Hi-Flo and the filtrate is washed with water (100 mL), dried, filtered and concentrated. The residue is purified by filtration through a pad of silica gel washing with cycl... The reagents and catalysts are C([O-])([O-])=O.[Ag+2] (silver carbonate). Product: BrC=1C(=NC(=CC1)OC)C (3-bromo-6-methoxy-2-methylpyridine). Starting materials: BrC=1C=CC(NC1C)=O (5-bromo-6-methyl-1H-pyridin-2-one), IC (iodomethane), C(Cl)(Cl)Cl (chloroform). Reaction SMILES: [Br:1][C:2]1[CH:3]=[CH:4][C:5](=[O:9])[NH:6][C:7]=1[CH3:8].IC.[CH:12](Cl)(Cl)Cl>C(=O)([O-])[O-].[Ag+2].C(N(CC)CC)C>[Br:1][C:2]1[C:7]([CH3:8])=[N:6][C:5]([O:9][CH3:12])=[CH:4][CH:3]=1 |f:3.4|. Isolated yield 63.0%. Starting materials: ClC1=CC(=C(N)C=C1)C (4-chloro-2-methylaniline), C(=S)=S (carbon disulfide), C(=S)=S (carbon disulfide), CN(C)C (trimethylamine), CC(=O)C (acetone). The product is ClC1=CC(=C(C=C1)NC([S-])=S)C.C[NH+](C)C (trimethylammonium 4-chloro-2-methyphenyl dithiocarbamate). Isolated yield 95.9%. Reaction SMILES: [Cl:1][C:2]1[CH:8]=[CH:7][C:5]([NH2:6])=[C:4]([CH3:9])[CH:3]=1.[CH3:10][N:11]([CH3:13])[CH3:12].CC(C)=O.[C:18](=[S:20])=[S:19]>>[Cl:1][C:2]1[CH:8]=[CH:7][C:5]([NH:6][C:18](=[S:19])[S-:20])=[C:4]([CH3:9])[CH:3]=1.[CH3:10][NH+:11]([CH3:13])[CH3:12] |f:4.5|. Reported procedure: To a stirred solution of 56.6 g. (0.40 mole) of 4-chloro-2-methylaniline, 103.2 g. (0.48 mole) of 27.5% aqueous trimethylamine and 28 ml. of acetone at 25°C. is added dropwise 34.4 g. (0.44 mole) of carbon disulfide. The reaction mixture is stirred for 1 hour upon completion of the addition of the carbon disulfide and then filtered. The resulting solid is washed with 75 ml. of ethyl acetate and air dried to obtain 106 g. (95.9% yield) of trimethylammonium 4-chloro-2-methyphenyl dithiocarbamate.